This data is from the Open Reaction Database (ORD), a public repository of structured organic reaction records. The task is: describe an organic reaction: reactants, conditions, products, and yield Starting materials: CO, COc1ccc(N2C(=O)N(c3cccc(C#N)c3)c3nc(Cl)ncc3C2C)c(F)c1, Nc1ccccc1. Product: COc1ccc(N2C(=O)N(c3cccc(C#N)c3)c3nc(Nc4ccccc4)ncc3C2C)c(F)c1. As a reaction SMILES: [CH3:38][OH:39].[Cl:1][c:2]1[n:3][cH:4][c:5]2[c:6]([n:7]1)[N:8]([c:23]1[cH:24][c:25]([C:26]#[N:27])[cH:28][cH:29][cH:30]1)[C:9](=[O:22])[N:10]([c:13]1[c:14]([F:21])[cH:15][c:16]([O:19][CH3:20])[cH:17][cH:18]1)[CH:11]2[CH3:12].[NH2:31][c:32]1[cH:33][cH:34][cH:35][cH:36][cH:37]1>>[c:2]1([NH:31][c:32]2[cH:33][cH:34][cH:35][cH:36][cH:37]2)[n:3][cH:4][c:5]2[c:6]([n:7]1)[N:8]([c:23]1[cH:24][c:25]([C:26]#[N:27])[cH:28][cH:29][cH:30]1)[C:9](=[O:22])[N:10]([c:13]1[c:14]([F:21])[cH:15][c:16]([O:19][CH3:20])[cH:17][cH:18]1)[CH:11]2[CH3:12]. The reactants are ClC1=CC=C(C=C1)C(C)(C)NCCCN1C=NC=C1 (N-[1-(4-Chlorophenyl)-1-methylethyl]-3-(imidazol-1-yl)propylamine), C([C@H](O)[C@@H](O)C(=O)O)(=O)O (L-(+)-tartaric acid). Solvent: IMS. Yields the product O.O.C(=O)(O)C(O)C(O)C(=O)O.ClC1=CC=C(C=C1)C(C)(C)NCCCN1C=NC=C1 (N-[1-(4-chlorophenyl)-1-methylethyl]-3-(imidazol-1-yl)propylamine (+)tartrate dihydrate). As a reaction SMILES: [Cl:1][C:2]1[CH:7]=[CH:6][C:5]([C:8]([NH:11][CH2:12][CH2:13][CH2:14][N:15]2[CH:19]=[CH:18][N:17]=[CH:16]2)([CH3:10])[CH3:9])=[CH:4][CH:3]=1.[C:20]([OH:29])(=[O:28])[C@@H:21]([C@H:23]([C:25]([OH:27])=[O:26])[OH:24])[OH:22]>>[OH2:22].[OH2:22].[C:25]([CH:23]([CH:21]([C:20]([OH:29])=[O:28])[OH:22])[OH:24])([OH:27])=[O:26].[Cl:1][C:2]1[CH:7]=[CH:6][C:5]([C:8]([NH:11][CH2:12][CH2:13][CH2:14][N:15]2[CH:19]=[CH:18][N:17]=[CH:16]2)([CH3:10])[CH3:9])=[CH:4][CH:3]=1 |f:2.3.4.5|. Procedure: N-[1-(4-Chlorophenyl)-1-methylethyl]-3-(imidazol-1-yl)propylamine (2.57 g) and L-(+)-tartaric acid (1.39 g) were dissolved in warm IMS (10 ml) and allowed to cool. On scratching a salt crystallised. The salt was collected by filtration and recrystallised from IMS to give N-[1-(4-chlorophenyl)-1-methylethyl]-3-(imidazol-1-yl)propylamine (+)tartrate dihydrate, m.p. 76°-78° C. Starting materials: CN(C=O)C (dimethylformamide), ice, BrC=1C=C2C=CNC2=CC1 (5-bromoindole), [H-].[K+] (potassium hydride), C(C)(C)(C)[Li] (tert-butyl lithium). Run in C(C)OCC (diethyl ether). Run at time 15 minute. The product is N1C=CC2=CC(=CC=C12)C=O (1H-Indole-5-carbaldehyde). RXN SMILES: Br[C:2]1[CH:3]=[C:4]2[C:8](=[CH:9][CH:10]=1)[NH:7][CH:6]=[CH:5]2.[H-].[K+].C([Li])(C)(C)C.CN(C)[CH:20]=[O:21]>C(OCC)C>[NH:7]1[C:8]2[C:4](=[CH:3][C:2]([CH:20]=[O:21])=[CH:10][CH:9]=2)[CH:5]=[CH:6]1 |f:1.2|. Procedure details: 5-bromoindole (5.0 g) was added to a stirred suspension of potassium hydride (2.92 g) in diethyl ether (100 ml) at 0° C. The reaction mixture was stirred for 15 mins, cooled to −78° C. before tert-butyl lithium (31.5 ml) was added, and after 30 minutes dimethylformamide (10 ml). The reaction mixture was stirred at room temperature for 18 hrs and then poured into ice-cold 1N HCl the layers were separated and the aqueous was extracted with ethyl acetate (×3). The combined organic layers were washe... Starting materials: CCO, FC(F)(F)c1ccc(CBr)cc1, NCCO. Product: OCCNCc1ccc(C(F)(F)F)cc1. RXN SMILES: [CH3:17][CH2:18][OH:19].[F:1][C:2]([c:3]1[cH:4][cH:5][c:6]([CH2:7][Br:8])[cH:9][cH:10]1)([F:11])[F:12].[NH2:13][CH2:14][CH2:15][OH:16]>>[F:1][C:2]([c:3]1[cH:4][cH:5][c:6]([CH2:7][NH:13][CH2:14][CH2:15][OH:16])[cH:9][cH:10]1)([F:11])[F:12]. Starting materials: CC1=C(C=CC=C1[N+](=O)[O-])C (2-methyl-3-nitrotoluene), C(C(=O)OCC)(=O)OCC (diethyl oxalate), CC(C)([O-])C.[K+] (potassium tert-butoxide), O (water), ice water. Run in C(C)O (ethanol), C(C)O (ethanol). Run at time 1.5 hour. Product: CC1=CC=CC(=C1CC(C(=O)O)=O)[N+](=O)[O-] (6-methyl-2-nitrophenylpyruvic acid). Isolated yield 46.6%. RXN SMILES: [CH3:1][C:2]1[C:7]([N+:8]([O-:10])=[O:9])=[CH:6][CH:5]=[CH:4][C:3]=1[CH3:11].[C:12](OCC)(=[O:18])[C:13]([O:15]CC)=[O:14].CC(C)([O-])C.[K+].O>C(O)C>[CH3:11][C:3]1[C:2]([CH2:1][C:12](=[O:18])[C:13]([OH:15])=[O:14])=[C:7]([N+:8]([O-:10])=[O:9])[CH:6]=[CH:5][CH:4]=1 |f:2.3|. Reported procedure: A solution of 15.1 g (0.10 mol) of 2-methyl-3-nitrotoluene and 14.6 g (0.10 mol) of diethyl oxalate in 10 ml of ethanol was added to a solution of 11.2 g (0.10 mol) of potassium tert-butoxide in 50 ml of ethanol. After stirring at room temperature for 1.5 hour, the reaction mixture was refluxed for 1.5 hour. After 60 ml of water was added to the reaction mixture, the mixture was refluxed for further an hour. After cooling, ice water was poured onto the reaction mixture followed by washing twice ...